From a dataset of the Open Reaction Database (ORD), a public repository of structured organic reaction records. describe an organic reaction: reactants, conditions, products, and yield Reactants: ClC=1C=CC2=C(C(=NCC=3N2C(=NN3)CCl)C3=C(C=CC=C3F)F)C1 (8-chloro-1-(chloromethyl)-6-(2,6-difluorophenyl)-4H-s-triazolo[4,3-a][1,4]benzodiazepine), [I-].[K+] (potassium iodide), C(C=C)N (allylamine). Run in O1CCCC1 (tetrahydrofuran). Product: ClC=1C=CC2=C(C(=NCC=3N2C(=NN3)CNCC=C)C3=C(C=CC=C3F)F)C1 (8-chloro-1-[(allylamino)-methyl]-6-(2,6-difluorophenyl)-4H-s-triazolo[4,3-a][1,4]benzodiazepine). Reaction SMILES: [Cl:1][C:2]1[CH:3]=[CH:4][C:5]2[N:11]3[C:12]([CH2:15]Cl)=[N:13][N:14]=[C:10]3[CH2:9][N:8]=[C:7]([C:17]3[C:22]([F:23])=[CH:21][CH:20]=[CH:19][C:18]=3[F:24])[C:6]=2[CH:25]=1.[I-].[K+].[CH2:28]([NH2:31])[CH:29]=[CH2:30]>O1CCCC1>[Cl:1][C:2]1[CH:3]=[CH:4][C:5]2[N:11]3[C:12]([CH2:15][NH:31][CH2:28][CH:29]=[CH2:30])=[N:13][N:14]=[C:10]3[CH2:9][N:8]=[C:7]([C:17]3[C:18]([F:24])=[CH:19][CH:20]=[CH:21][C:22]=3[F:23])[C:6]=2[CH:25]=1 |f:1.2|. Procedure details: In the manner given in Example 31, 8-chloro-1-(chloromethyl)-6-(2,6-difluorophenyl)-4H-s-triazolo[4,3-a][1,4]benzodiazepine, potassium iodide and allylamine in tetrahydrofuran are reacted to give 8-chloro-1-[(allylamino)-methyl]-6-(2,6-difluorophenyl)-4H-s-triazolo[4,3-a][1,4]benzodiazepine. The reactants are C(C1=CC=CC=C1)OC=1C(=NC=C(C1CO)C=C)C (3-benzyloxy-4-hydroxymethyl-2-methyl-5-vinylpyridine), S(=O)(Cl)Cl (thionyl chloride). Solvent: C1=CC=CC=C1 (benzene), C1=CC=CC=C1 (benzene). Run at time 1 hour. Yields the product CC1=NC=C(C(=C1OCC1=CC=CC=C1)CCl)C=C (2-methyl-3-benzyloxy-4-chloromethyl-5-vinylpyridine). Reaction SMILES: [CH2:1]([O:8][C:9]1[C:10]([CH3:19])=[N:11][CH:12]=[C:13]([CH:17]=[CH2:18])[C:14]=1[CH2:15]O)[C:2]1[CH:7]=[CH:6][CH:5]=[CH:4][CH:3]=1.S(Cl)([Cl:22])=O>C1C=CC=CC=1>[CH3:19][C:10]1[C:9]([O:8][CH2:1][C:2]2[CH:7]=[CH:6][CH:5]=[CH:4][CH:3]=2)=[C:14]([CH2:15][Cl:22])[C:13]([CH:17]=[CH2:18])=[CH:12][N:11]=1. Procedure details: To a solution of 0.1 mole of 3-benzyloxy-4-hydroxymethyl-2-methyl-5-vinylpyridine in 500 ml. of benzene is added dropwise with cooling a solution of 0.11 mole of thionyl chloride in 50 ml. benzene. The reaction mixture is stirred for 1 hour and then filtered to give 2-methyl-3-benzyloxy-4-chloromethyl-5-vinylpyridine. The reactants are OC=1N=C2N(C(C1/C=C/C(=O)OC(C)(C)C)=O)C=CC(=C2)OCC=2SC=C(N2)C(C)C (tert-Butyl (E)-3-{2-hydroxy-8-[(4-isopropyl-1,3-thiazol-2-yl)methoxy]-4-oxo-4H-pyrido[1,2-a]pyrimidin-3-yl}-2-propenoate), C(C)(C)(C)C=1N=C(SC1)NC(=O)C1=CC=2N(C(C(=C(N2)N2C[C@H](CCC2)OC=O)/C=C/C(=O)OC(C)(C)C)=O)C=C1 (tert-butyl (E)-3-{8-({[4-(tert-butyl)-1,3-thiazol-2-yl]amino}carbonyl)-2-[(3S)-3-formyloxyhexahydro-1-pyridinyl]-4-oxo-4H-pyrido[1,2-a]pyrimidin-3-yl}-2-propenoate). Yields the product C(C)(C)(C)C=1N=C(SC1)NC(=O)C1=CC=2N(C(C(=C(N2)N2C[C@H](CCC2)O)/C=C/C(=O)OC(C)(C)C)=O)C=C1 (tert-Butyl (E)-3-{8-({[4-(tert-butyl)-1,3-thiazol-2-yl]amino}carbonyl)-2-[(3S)-3-hydroxyhexahydro-1-pyridinyl]-4-oxo-4H-pyrido[1,2-a]pyrimidin-3-yl}-2-propenoate). Yield: 73.2%. Reaction SMILES: OC1N=C2C=C(OCC3SC=C(C(C)C)N=3)C=CN2C(=O)C=1/C=C/C(OC(C)(C)C)=O.[C:32]([C:36]1[N:37]=[C:38]([NH:41][C:42]([C:44]2[CH:72]=[CH:71][N:47]3[C:48](=[O:70])[C:49](/[CH:61]=[CH:62]/[C:63]([O:65][C:66]([CH3:69])([CH3:68])[CH3:67])=[O:64])=[C:50]([N:52]4[CH2:57][CH2:56][CH2:55][C@H:54]([O:58]C=O)[CH2:53]4)[N:51]=[C:46]3[CH:45]=2)=[O:43])[S:39][CH:40]=1)([CH3:35])([CH3:34])[CH3:33]>>[C:32]([C:36]1[N:37]=[C:38]([NH:41][C:42]([C:44]2[CH:72]=[CH:71][N:47]3[C:48](=[O:70])[C:49](/[CH:61]=[CH:62]/[C:63]([O:65][C:66]([CH3:69])([CH3:68])[CH3:67])=[O:64])=[C:50]([N:52]4[CH2:57][CH2:56][CH2:55][C@H:54]([OH:58])[CH2:53]4)[N:51]=[C:46]3[CH:45]=2)=[O:43])[S:39][CH:40]=1)([CH3:35])([CH3:33])[CH3:34]. Procedure: Reactions were performed in the same manner as in Example 1, (K) by using tert-butyl (E)-3-{8-({[4-(tert-butyl)-1,3-thiazol-2-yl]amino}carbonyl)-2-[(3S)-3-formyloxyhexahydro-1-pyridinyl]-4-oxo-4H-pyrido[1,2-a]pyrimidin-3-yl}-2-propenoate (630 mg, 1.083 mmol) to obtain 439 mg (73%) of the title compound as an orange oily substance. Reactants: BrC=1OC(=CC1)C1=CC(=CC=C1)CBr (2-bromo-5-(3-bromomethylphenyl)furan), C(C)(=O)[O-].[K+] (potassium acetate). The solvent is C(C)(=O)O (acetic acid), O (water). Conditions: time 19 hour. The product is C(C)(=O)OCC1=CC(=CC=C1)C1=CC=C(O1)Br (3-(2-bromo-5-furanyl)phenylmethyl acetate). Yield: 56.0%. As a reaction SMILES: [Br:1][C:2]1[O:3][C:4]([C:7]2[CH:12]=[CH:11][CH:10]=[C:9]([CH2:13]Br)[CH:8]=2)=[CH:5][CH:6]=1.[C:15]([O-:18])(=[O:17])[CH3:16].[K+]>C(O)(=O)C.O>[C:15]([O:18][CH2:13][C:9]1[CH:10]=[CH:11][CH:12]=[C:7]([C:4]2[O:3][C:2]([Br:1])=[CH:6][CH:5]=2)[CH:8]=1)(=[O:17])[CH3:16] |f:1.2|. Procedure details: A stirred solution of 7.3 g (0.023 mol) of 2-bromo-5-(3-bromomethylphenyl)furan in 50 mL of acetic acid was cooled in an ice-water bath, and 3.4 g (0.035 mol) of potassium acetate was added. Upon complete addition, the reaction mixture was heated to reflux temperature and stirred for 19 hours. The reaction mixture was transferred to a separatory funnel, diluted with 100 mL of water, then extracted with two portions of 150 mL each of chloroform. The combined extracts were washed with one portion ... Reactants: [Br-], CCCC[N+](CCCC)(CCCC)CCCC, CC(Cl)OC(=O)N1CCCCC1, [Hg]. Product: C=COC(=O)N1CCCCC1. As a reaction SMILES: [Br-:13].[CH2:14]([N+:15]([CH2:16][CH2:17][CH2:18][CH3:19])([CH2:20][CH2:21][CH2:22][CH3:23])[CH2:24][CH2:25][CH2:26][CH3:27])[CH2:28][CH2:29][CH3:30].[Cl:1][CH:2]([CH3:3])[O:4][C:5](=[O:6])[N:7]1[CH2:8][CH2:9][CH2:10][CH2:11][CH2:12]1.[Hg:31]>>[CH:2](=[CH2:3])[O:4][C:5](=[O:6])[N:7]1[CH2:8][CH2:9][CH2:10][CH2:11][CH2:12]1.